Dataset: the Open Reaction Database (ORD), a public repository of structured organic reaction records. Task: describe an organic reaction: reactants, conditions, products, and yield Starting materials: BrC1=CC=C2C(=CC=NC2=C1)Cl (7-bromo-4-chloroquinoline), C(C1=CC=CC=C1)S (benzyl mercaptan), O1CCOCC1 (dioxane), CCN(C(C)C)C(C)C (n,n-diisopropylethylamine). The reagents and catalysts are C=1C=CC(=CC1)/C=C/C(=O)/C=C/C2=CC=CC=C2.C=1C=CC(=CC1)/C=C/C(=O)/C=C/C2=CC=CC=C2.C=1C=CC(=CC1)/C=C/C(=O)/C=C/C2=CC=CC=C2.[Pd].[Pd] (Pd2(dba)3), CC1(C2=C(C(=CC=C2)P(C3=CC=CC=C3)C4=CC=CC=C4)OC5=C(C=CC=C51)P(C6=CC=CC=C6)C7=CC=CC=C7)C (Xantphos). The solvent is O (water). Run at time 10 minute. Product: C(C1=CC=CC=C1)SC1=CC=C2C(=CC=NC2=C1)Cl (7-(benzylthio)-4-chloroquinoline). Yield: 88.9%. RXN SMILES: Br[C:2]1[CH:11]=[C:10]2[C:5]([C:6]([Cl:12])=[CH:7][CH:8]=[N:9]2)=[CH:4][CH:3]=1.O1CCOCC1.CCN(C(C)C)C(C)C.[CH2:28]([SH:35])[C:29]1[CH:34]=[CH:33][CH:32]=[CH:31][CH:30]=1>O.C1C=CC(/C=C/C(/C=C/C2C=CC=CC=2)=O)=CC=1.C1C=CC(/C=C/C(/C=C/C2C=CC=CC=2)=O)=CC=1.C1C=CC(/C=C/C(/C=C/C2C=CC=CC=2)=O)=CC=1.[Pd].[Pd].CC1(C)C2C(=C(P(C3C=CC=CC=3)C3C=CC=CC=3)C=CC=2)OC2C(P(C3C=CC=CC=3)C3C=CC=CC=3)=CC=CC1=2>[CH2:28]([S:35][C:2]1[CH:11]=[C:10]2[C:5]([C:6]([Cl:12])=[CH:7][CH:8]=[N:9]2)=[CH:4][CH:3]=1)[C:29]1[CH:34]=[CH:33][CH:32]=[CH:31][CH:30]=1 |f:5.6.7.8.9|. Reported procedure: A 250-mL 3-neck round-bottom flask was charged with 7-bromo-4-chloroquinoline (BioBlocks, Inc., San Diego, Calif.; 7.000 g, 28.9 mmol), Xantphos (0.835 g, 1.443 mmol), and Pd2(dba)3 (0.661 g, 0.722 mmol), and after flushing with argon, dioxane (57.7 ml) and n,n-diisopropylethylamine (10.08 ml, 57.7 mmol) were added in sequence. The flask was fitted with a reflux condenser, and was placed in a heating bath at 80° C. for 10 minutes, after which benzyl mercaptan (3.58 ml, 30.3 mmol) was added drop ... The reactants are OC[C@](C)(O)[C@H]1CCC(=C(C1)C1=CC=C(C=C1)NC(C1=C(C=NC=C1)C)=O)C (N-(4-((S)-5-((R)-1,2-dihydroxypropan-2-yl)-2-methylcyclohex-1-enyl)phenyl)-3-methylisonicotinamide), I(=O)(=O)(=O)[O-].[Na+] (Sodium periodate). Solvent: C(C)(C)O (isopropyl alcohol), O (water). Product: CC1=C(C(=O)NC2=CC=C(C=C2)C2=C(CC[C@H](C2)C(C)=O)C)C=CN=C1 (3-Methyl-N-[4-(2-methyl-5(R)-acetyl-cyclohex-1-enyl)-phenyl]-isonicotinamide). Reaction SMILES: O[CH2:2][C@@:3]([C@@H:6]1[CH2:11][C:10]([C:12]2[CH:17]=[CH:16][C:15]([NH:18][C:19](=[O:27])[C:20]3[CH:25]=[CH:24][N:23]=[CH:22][C:21]=3[CH3:26])=[CH:14][CH:13]=2)=[C:9]([CH3:28])[CH2:8][CH2:7]1)([OH:5])C.I([O-])(=O)(=O)=O.[Na+]>C(O)(C)C.O>[CH3:26][C:21]1[CH:22]=[N:23][CH:24]=[CH:25][C:20]=1[C:19]([NH:18][C:15]1[CH:14]=[CH:13][C:12]([C:10]2[CH2:11][C@H:6]([C:3](=[O:5])[CH3:2])[CH2:7][CH2:8][C:9]=2[CH3:28])=[CH:17][CH:16]=1)=[O:27] |f:1.2|. Procedure details: A solution of Compound 9 was dissolved in 2:1 isopropyl alcohol and water and stirred at room temp. Sodium periodate (1 eq.) was added and the reaction was stirred overnight, quenched with water and washed with ethyl acetate. The organic layer was dried and concentrated to yield 38.0 mg Compound 6. Starting materials: C[O-].[Na+] (Sodium methoxide), FC(C=1C=CC2=C(N=C(S2)CN2N=C(C3=CC=CC=C3C2=O)CC(=O)O)C1)(F)F (3-(5-trifluoromethylbenzothiazol-2-ylmethyl)-4-oxo-phthalazin-1-ylacetic acid). Solvent: CO (methanol). Conditions: time 15 minute. The product is FC(C=1C=CC2=C(N=C(S2)CN2N=C(C3=CC=CC=C3C2=O)CC(=O)[O-])C1)(F)F.[Na+] (Sodium 3-(5-trifluoromethylbenzothiazol-2-ylmethyl)-4-oxo-3H-phthalazin-1-ylacetate). Reaction SMILES: C[O-].[Na+:3].[F:4][C:5]([F:32])([F:31])[C:6]1[CH:7]=[CH:8][C:9]2[S:13][C:12]([CH2:14][N:15]3[C:24](=[O:25])[C:23]4[C:18](=[CH:19][CH:20]=[CH:21][CH:22]=4)[C:17]([CH2:26][C:27]([OH:29])=[O:28])=[N:16]3)=[N:11][C:10]=2[CH:30]=1>CO>[F:31][C:5]([F:4])([F:32])[C:6]1[CH:7]=[CH:8][C:9]2[S:13][C:12]([CH2:14][N:15]3[C:24](=[O:25])[C:23]4[C:18](=[CH:19][CH:20]=[CH:21][CH:22]=4)[C:17]([CH2:26][C:27]([O-:29])=[O:28])=[N:16]3)=[N:11][C:10]=2[CH:30]=1.[Na+:3] |f:0.1,4.5|. Reported procedure: Sodium methoxide (54 mg) was added to 3-(5-trifluoromethylbenzothiazol-2-ylmethyl)-4-oxo-phthalazin-1-ylacetic acid (0.4 g) in methanol 10 ml) at room temperature. After the addition was complete, a clear solution was obtained which was stirred for 15 minutes at room temperature. The excess methanol was evaporated. The residue was triturated with ether (20 ml) and filtered to obtain the product (0.43 g; m.p. 300° C.).